From a dataset of the Open Reaction Database (ORD), a public repository of structured organic reaction records. describe an organic reaction: reactants, conditions, products, and yield Reactants: [C-]#N.[K+] (KCN), C(C)(=O)OCC1=C(C=C(C=C1F)S(N=CN(C)C)(=O)=O)Cl (2-chloro-4-(N-((dimethylamino)methylene)sulfamoyl)-6-fluorobenzyl acetate). The solvent is CO (MeOH). Yields the product ClC=1C=C(C=C(C1CO)F)S(=O)(=O)N=CN(C)C (N′-(3-chloro-5-fluoro-4-(hydroxymethyl)phenylsulfonyl)-N,N-dimethylformimidamide). Isolated yield 80.8%. Reaction SMILES: [C-]#N.[K+].C([O:7][CH2:8][C:9]1[C:14]([F:15])=[CH:13][C:12]([S:16](=[O:23])(=[O:22])[N:17]=[CH:18][N:19]([CH3:21])[CH3:20])=[CH:11][C:10]=1[Cl:24])(=O)C>CO>[Cl:24][C:10]1[CH:11]=[C:12]([S:16]([N:17]=[CH:18][N:19]([CH3:21])[CH3:20])(=[O:22])=[O:23])[CH:13]=[C:14]([F:15])[C:9]=1[CH2:8][OH:7] |f:0.1|. Procedure: To a solution of KCN (82 mg, 1.26 mmol) in MeOH (80 mL) was added 2-chloro-4-(N-((dimethylamino)methylene)sulfamoyl)-6-fluorobenzyl acetate (850 mg, 2.52 mmol) at 0° C. The mixture was allowed to attain room temperature and then refluxed 1 h. After cooling, the reaction mixture was quenched with H2O, concentrated, and extracted with EtOAc. The combined extracts were washed with brine, dried over anhyd MgSO4, filtered and concentrated under reduced pressure to give N′-(3-chloro-5-fluoro-4-(hydrox... The reactants are COC(=O)c1ccc(B2OC(C)(C)C(C)(C)O2)cc1F, [Na+], [Na+], O=C([O-])[O-], C1COCCO1, Cl[Pd]Cl, Cc1ccc(S(=O)(=O)OC(=CC2CCCC2)c2cc3cc(C)cnc3n2S(=O)(=O)c2ccccc2)cc1, c1ccc(P(c2ccccc2)c2ccccc2)cc1, c1ccc(P(c2ccccc2)c2ccccc2)cc1. Yields the product COC(=O)c1ccc(C(=CC2CCCC2)c2cc3cc(C)cnc3n2S(=O)(=O)c2ccccc2)cc1F. RXN SMILES: [CH3:38][O:39][C:40]([c:41]1[c:42]([F:56])[cH:43][c:44]([B:47]2[O:48][C:49]([CH3:50])([CH3:51])[C:52]([CH3:53])([CH3:54])[O:55]2)[cH:45][cH:46]1)=[O:57].[Na+:58].[Na+:59].[O-:60][C:61](=[O:62])[O-:63].[O:64]1[CH2:65][CH2:66][O:67][CH2:68][CH2:69]1.[Pd:70]([Cl:71])[Cl:72].[c:1]1([S:7](=[O:8])(=[O:9])[n:10]2[c:11]([C:20](=[CH:21][CH:22]3[CH2:23][CH2:24][CH2:25][CH2:26]3)[O:27][S:28]([c:29]3[cH:30][cH:31][c:32]([CH3:33])[cH:34][cH:35]3)(=[O:36])=[O:37])[cH:12][c:13]3[c:14]2[n:15][cH:16][c:17]([CH3:19])[cH:18]3)[cH:2][cH:3][cH:4][cH:5][cH:6]1.[c:73]1([P:74]([c:75]2[cH:76][cH:77][cH:78][cH:79][cH:80]2)[c:81]2[cH:82][cH:83][cH:84][cH:85][cH:86]2)[cH:87][cH:88][cH:89][cH:90][cH:91]1.[c:92]1([P:93]([c:94]2[cH:95][cH:96][cH:97][cH:98][cH:99]2)[c:100]2[cH:101][cH:102][cH:103][cH:104][cH:105]2)[cH:106][cH:107][cH:108][cH:109][cH:110]1>>[c:1]1([S:7](=[O:8])(=[O:9])[n:10]2[c:11]([C:20](=[CH:21][CH:22]3[CH2:23][CH2:24][CH2:25][CH2:26]3)[c:44]3[cH:43][c:42]([F:56])[c:41]([C:40]([O:39][CH3:38])=[O:57])[cH:46][cH:45]3)[cH:12][c:13]3[c:14]2[n:15][cH:16][c:17]([CH3:19])[cH:18]3)[cH:2][cH:3][cH:4][cH:5][cH:6]1. Starting materials: COC=1C=C(C=CC1OC)C(C#N)C(C)C (2-(3,4-dimethoxyphenyl)-2-isopropylacetonitrile), [NH2-].[Na+] (sodium amide), BrCCCCl (1-bromo-3-chloropropane). The solvent is C1(=CC=CC=C1)C (toluene). Product: COC=1C=C(C=CC1OC)C(C#N)(CCCCl)C(C)C (2-(3,4-dimethoxyphenyl)-2-isopropyl-2-(3-chloropropyl)-acetonitrile). RXN SMILES: [CH3:1][O:2][C:3]1[CH:4]=[C:5]([CH:11]([CH:14]([CH3:16])[CH3:15])[C:12]#[N:13])[CH:6]=[CH:7][C:8]=1[O:9][CH3:10].[NH2-].[Na+].Br[CH2:20][CH2:21][CH2:22][Cl:23]>C1(C)C=CC=CC=1>[CH3:1][O:2][C:3]1[CH:4]=[C:5]([C:11]([CH:14]([CH3:16])[CH3:15])([CH2:20][CH2:21][CH2:22][Cl:23])[C:12]#[N:13])[CH:6]=[CH:7][C:8]=1[O:9][CH3:10] |f:1.2|. Procedure details: Alternatively, one may prepare compounds of the invention via the procedures of Scheme III. In the first step, a derivative of formula 6a (see Scheme II) is alkylated with a 1,3-dihalopropane using a strong base in a suitable aprotic solvent to produce a derivative of formula 21 (step 1). For example, 2-(3,4-dimethoxyphenyl)-2-isopropylacetonitrile is treated with sodium amide in toluene and 1-bromo-3-chloropropane to produce 2-(3,4-dimethoxyphenyl)-2-isopropyl-2-(3-chloropropyl)-acetonitrile (2...